This data is from the Open Reaction Database (ORD), a public repository of structured organic reaction records. The task is: describe an organic reaction: reactants, conditions, products, and yield Reactants: ClC1=CC(=C(C=C1)O)OC (4-Chloro-2-methoxyphenol), [N+](=O)(O)[O-] (nitric acid). The solvent is C(C)(=O)O (acetic acid), C(C)(=O)OCC (ethyl acetate). Product: ClC1=CC(=C(C(=C1)OC)O)[N+](=O)[O-] (4-Chloro-2-nitro-6-methoxyphenol). Reaction SMILES: [Cl:1][C:2]1[CH:7]=[CH:6][C:5]([OH:8])=[C:4]([O:9][CH3:10])[CH:3]=1.[N+:11]([O-])([OH:13])=[O:12]>C(O)(=O)C.C(OCC)(=O)C>[Cl:1][C:2]1[CH:3]=[C:4]([O:9][CH3:10])[C:5]([OH:8])=[C:6]([N+:11]([O-:13])=[O:12])[CH:7]=1. Reported procedure: 4-Chloro-2-methoxyphenol (1.77 g) was dissolved in acetic acid (18 mL). To this solution, a separately prepared nitric acid solution (mixture of 70% nitric acid (1.88 mL) and acetic acid (5 mL)) was added under ice cooling with stirring. The mixture was stirred at room temperature for 1 hour, diluted with ethyl acetate, and washed with water. The ethyl acetate layer was dried over anhydrous magnesium sulfate, and then the solvent was evaporated under reduced pressure to obtain a crude product. T... Reactants: ClC1=CC=C(C=C1)N1C(SCC1=O)=S (3-(4'-chlorophenyl)-rhodanine), C(C)(=O)OC(C)=O (acetic anhydride). The product is ClC1=CC=C(C=C1)N1C(SC(C1=O)=C(CC1=CC=CC=C1)OCC)=S (3-(4'-chlorophenyl)-5-(1'-ethoxy-2'-phenylethylidene)-rhodanine). As a reaction SMILES: [Cl:1][C:2]1[CH:7]=[CH:6][C:5]([N:8]2[C:12](=[O:13])[CH2:11][S:10][C:9]2=[S:14])=[CH:4][CH:3]=1.[C:15]([O:18][C:19](=O)[CH3:20])(=O)[CH3:16]>>[Cl:1][C:2]1[CH:3]=[CH:4][C:5]([N:8]2[C:12](=[O:13])[C:11](=[C:15]([O:18][CH2:19][CH3:20])[CH2:16][C:2]3[CH:7]=[CH:6][CH:5]=[CH:4][CH:3]=3)[S:10][C:9]2=[S:14])=[CH:6][CH:7]=1. Reported procedure: As described in Example 1, triethylorthophenylacetate is reacted with 3-(4'-chlorophenyl)-rhodanine in acetic anhydride for 12 hours to yield 3-(4'-chlorophenyl)-5-(1'-ethoxy-2'-phenylethylidene)-rhodanine. To a suspension of the latter (15 g., 0.0385 m.) in 100 ml. of dioxane and 100 ml. of water is added 22 ml. of 10% sodium hydroxide solution. The mixture is stirred at room temperature for 3 hours, concentrated in vacuo at 40°-40°C. and the remaining solution is washed with ether, then decolo... Reactants: C(C)(=O)NC=1C=C(C=CC1)C1=NC(=CC(=N1)Br)N1CCOCC1 (2-(3-acetamidophenyl)-4-bromo-6-morpholinopyrimidine), COC1=NC=C(C=N1)B(O)O (2-methoxypyrimidin-5-ylboronic acid), C([O-])(O)=O.[Na+] (sodium bicarbonate), COC1=NC=C(C=N1)B(O)O (2-methoxypyrimidin-5-ylboronic acid), C([O-])(O)=O.[Na+] (sodium bicarbonate), resultant mixture. Reagents/catalysts: C=1C=CC(=CC1)[P](C=2C=CC=CC2)(C=3C=CC=CC3)[Pd]([P](C=4C=CC=CC4)(C=5C=CC=CC5)C=6C=CC=CC6)([P](C=7C=CC=CC7)(C=8C=CC=CC8)C=9C=CC=CC9)[P](C=1C=CC=CC1)(C=1C=CC=CC1)C=1C=CC=CC1 (tetrakis(triphenylphosphine)palladium(0)), C=1C=CC(=CC1)[P](C=2C=CC=CC2)(C=3C=CC=CC3)[Pd]([P](C=4C=CC=CC4)(C=5C=CC=CC5)C=6C=CC=CC6)([P](C=7C=CC=CC7)(C=8C=CC=CC8)C=9C=CC=CC9)[P](C=1C=CC=CC1)(C=1C=CC=CC1)C=1C=CC=CC1 (tetrakis(triphenylphosphine)palladium(0)). Solvent: COCCOC (1,2-dimethoxyethane), COCCOC (1,2-dimethoxyethane). Run at temperature 60 celsius. Product: C(C)(=O)NC=1C=C(C=CC1)C1=NC(=CC(=N1)C=1C=NC(=NC1)OC)N1CCOCC1 (2-(3-acetamidophenyl)-4-(2-methoxypyrimidin-5-yl)-6-morpholinopyrimidine). Isolated yield 85.3%. RXN SMILES: [C:1]([NH:4][C:5]1[CH:6]=[C:7]([C:11]2[N:16]=[C:15](Br)[CH:14]=[C:13]([N:18]3[CH2:23][CH2:22][O:21][CH2:20][CH2:19]3)[N:12]=2)[CH:8]=[CH:9][CH:10]=1)(=[O:3])[CH3:2].[CH3:24][O:25][C:26]1[N:31]=[CH:30][C:29](B(O)O)=[CH:28][N:27]=1.C(=O)(O)[O-].[Na+]>C1C=CC([P]([Pd]([P](C2C=CC=CC=2)(C2C=CC=CC=2)C2C=CC=CC=2)([P](C2C=CC=CC=2)(C2C=CC=CC=2)C2C=CC=CC=2)[P](C2C=CC=CC=2)(C2C=CC=CC=2)C2C=CC=CC=2)(C2C=CC=CC=2)C2C=CC=CC=2)=CC=1.COCCOC>[C:1]([NH:4][C:5]1[CH:6]=[C:7]([C:11]2[N:16]=[C:15]([C:29]3[CH:28]=[N:27][C:26]([O:25][CH3:24])=[N:31][CH:30]=3)[CH:14]=[C:13]([N:18]3[CH2:23][CH2:22][O:21][CH2:20][CH2:19]3)[N:12]=2)[CH:8]=[CH:9][CH:10]=1)(=[O:3])[CH3:2] |f:2.3,^1:43,45,64,83|. Procedure: A mixture of 2-(3-acetamidophenyl)-4-bromo-6-morpholinopyrimidine (0.037 g), 2-methoxypyrimidin-5-ylboronic acid (0.019 g), tetrakis(triphenylphosphine)palladium(0) (3 mg), a saturated aqueous sodium bicarbonate solution (0.2 ml) and 1,2-dimethoxyethane (2 ml) was stirred and heated to 60° C. for 18 hours under an atmosphere of nitrogen. A second portion of each of 2-methoxypyrimidin-5-ylboronic acid (0.019 g), tetrakis(triphenylphosphine)palladium(0) (2 mg), a saturated aqueous sodium bicarbona... Starting materials: c1c(nn2c1c(nc(c2)c1cnn(c1)C)O)C(=O)O. The reagents and catalysts are c1ccc(cc1)-c2c3ccccc3cc4ccccc24 (9-Phenylanthracene). The solvent is O (Water). Run at temperature 150 celsius, time 18 hour. Yields the product Cn1cc(cn1)c2cn3nccc3c(O)n2. As a reaction SMILES: [CH3:1][n:2]1[n:6][cH:5][c:4]([c:7]2[n:16][c:14]([OH:15])[c:13]([n:9]3[cH:8]2)[cH:12][c:11](C(O)=O)[n:10]3)[cH:3]1>>[CH3:1][n:2]1[n:6][cH:5][c:4]([c:7]2[n:16][c:14]([OH:15])[c:13]([n:9]3[cH:8]2)[cH:12][cH:11][n:10]3)[cH:3]1. Starting materials: [Br-], O=C(O)CCSC(CC(=O)O)c1ccccc1OCCCCCCc1ccccc1, CCCCCCCCCCCCc1ccccc1C=CCCC(=O)OCC, COc1ccccc1C1=NC(C)(C)CO1, FC(F)(F)CCCCCCCCCCC[Mg+], C1CCOC1. The product is CC1(C)COC(c2ccccc2CCCCCCCCCCCC(F)(F)F)=N1. RXN SMILES: [Br-:58].[C:1]([CH2:2][CH2:3][S:4][CH:5]([c:6]1[cH:7][cH:8][cH:9][cH:10][c:11]1[O:12][CH2:13][CH2:14][CH2:15][CH2:16][CH2:17][CH2:18][c:19]1[cH:20][cH:21][cH:22][cH:23][cH:24]1)[CH2:25][C:26]([OH:27])=[O:28])([OH:29])=[O:30].[CH2:31]([c:32]1[cH:33][cH:34][cH:35][cH:36][c:37]1[CH:38]=[CH:39][CH2:40][CH2:41][C:42]([O:43][CH2:44][CH3:45])=[O:46])[CH2:47][CH2:48][CH2:49][CH2:50][CH2:51][CH2:52][CH2:53][CH2:54][CH2:55][CH2:56][CH3:57].[CH3:75][O:76][c:77]1[c:78]([C:83]2=[N:87][C:86]([CH3:88])([CH3:89])[CH2:85][O:84]2)[cH:79][cH:80][cH:81][cH:82]1.[F:59][C:60]([CH2:61][CH2:62][CH2:63][CH2:64][CH2:65][CH2:66][CH2:67][CH2:68][CH2:69][CH2:70][CH2:71][Mg+:72])([F:73])[F:74].[O:90]1[CH2:91][CH2:92][CH2:93][CH2:94]1>>[F:59][C:60]([CH2:61][CH2:62][CH2:63][CH2:64][CH2:65][CH2:66][CH2:67][CH2:68][CH2:69][CH2:70][CH2:71][c:77]1[c:78]([C:83]2=[N:87][C:86]([CH3:88])([CH3:89])[CH2:85][O:84]2)[cH:79][cH:80][cH:81][cH:82]1)([F:73])[F:74]. Reactants: [H-].[Na+] (Sodium hydride), O1C(=CC=C1)C=1OC(=C(N1)CO)C (2-(2-furyl)-5-methyl-4-oxazolylmethanol), ClC1=NC=CC(=C1)C(=O)OC (methyl 2-chloro-4-pyridinecarboxylate), O1CCCC1 (tetrahydrofuran). The solvent is CN(C=O)C (N,N-dimethylformamide), O (water). Conditions: time 2 hour. Product: O1C(=CC=C1)C=1OC(=C(N1)COC1=NC=CC(=C1)C(=O)OCC)C (ethyl 2-[2-(2-furyl)-5-methyl-4-oxazolylmethoxy]-4-pyridinecarboxylate). Isolated yield 15.0%. As a reaction SMILES: [H-].[Na+].[O:3]1[CH:7]=[CH:6][CH:5]=[C:4]1[C:8]1[O:9][C:10]([CH3:15])=[C:11]([CH2:13][OH:14])[N:12]=1.Cl[C:17]1[CH:22]=[C:21]([C:23]([O:25][CH3:26])=[O:24])[CH:20]=[CH:19][N:18]=1.O1CCC[CH2:28]1>O.CN(C)C=O>[O:3]1[CH:7]=[CH:6][CH:5]=[C:4]1[C:8]1[O:9][C:10]([CH3:15])=[C:11]([CH2:13][O:14][C:17]2[CH:22]=[C:21]([C:23]([O:25][CH2:26][CH3:28])=[O:24])[CH:20]=[CH:19][N:18]=2)[N:12]=1 |f:0.1|. Reported procedure: Sodium hydride (60%, oily, 2.88 g) was added to a mixture of 2-(2-furyl)-5-methyl-4-oxazolylmethanol (10.80 g), methyl 2-chloro-4-pyridinecarboxylate (10.30 g), tetrahydrofuran (100 ml) and N,N-dimethylformamide (100 ml) at 0° C., and the mixture was stirred at room temperature for 2 hours. The reaction mixture was poured into water, which was extracted with ethyl acetate. The ethyl acetate layer was washed with saturated aqueous sodium chloride solution, dried (MgSO4), and concentrated. The res...